From a dataset of the Open Reaction Database (ORD), a public repository of structured organic reaction records. describe an organic reaction: reactants, conditions, products, and yield Starting materials: CC(C)(C)OC(=O)N1CCC(O)C1, O=C([O-])O, ClCCl, COc1cccc(C(C)N)c1, CCN(C(C)C)C(C)C, ClC(Cl)Cl, [Na+], O=S(=O)(O)C(F)(F)F. Yields the product COc1cccc(C(C)NC2CCN(C(=O)OC(C)(C)C)C2)c1. Reaction SMILES: [C:1]([CH3:2])([CH3:3])([CH3:4])[O:5][C:6](=[O:7])[N:8]1[CH2:9][CH:10]([OH:13])[CH2:11][CH2:12]1.[C:42](=[O:43])([OH:44])[O-:45].[CH2:47]([Cl:48])[Cl:49].[CH3:31][O:32][c:33]1[cH:34][c:35]([CH:39]([CH3:40])[NH2:41])[cH:36][cH:37][cH:38]1.[CH:14]([N:15]([CH:16]([CH3:17])[CH3:18])[CH2:19][CH3:20])([CH3:21])[CH3:22].[CH:50]([Cl:51])([Cl:52])[Cl:53].[Na+:46].[OH:23][S:24]([C:25]([F:26])([F:27])[F:28])(=[O:29])=[O:30]>>[C:1]([CH3:2])([CH3:3])([CH3:4])[O:5][C:6](=[O:7])[N:8]1[CH2:9][CH:10]([NH:41][CH:39]([c:35]2[cH:34][c:33]([O:32][CH3:31])[cH:38][cH:37][cH:36]2)[CH3:40])[CH2:11][CH2:12]1.